The task is: describe an organic reaction: reactants, conditions, products, and yield. This data is from the Open Reaction Database (ORD), a public repository of structured organic reaction records. Reactants: OC=C1C(C2=CC(=CC=C2C1)OC)=O (2-hydroxymethylene-6-methoxy-1-indanone), N(N)C[C@@H](C)O ((R)-1-hydrazino-2-propanol), C1(=CC=C(C=C1)S(=O)(=O)O)C (p-toluenesulfonic acid), O (water), C1(=CC=CC=C1)C (toluene). The yield is 68.0%. As a reaction SMILES: [OH:1][CH:2]=C1CC2C(=CC(OC)=CC=2)C1=O.[NH:15]([CH2:17][C@H:18]([OH:20])[CH3:19])[NH2:16].[C:21]1([CH3:31])[CH:26]=[CH:25][C:24](S(O)(=O)=O)=[CH:23][CH:22]=1.O.[C:33]1([CH3:39])C=CC=C[CH:34]=1>>[CH3:2][O:1][C:22]1[CH:23]=[CH:24][CH2:25][C:26]2[C:21]=1[CH:31]=[C:39]1[C:33]=2[CH:34]=[N:16][N:15]1[CH2:17][C@H:18]([OH:20])[CH3:19]. Procedure details: A solution of 1.5 g (7.9 mmol) of 2-hydroxymethylene-6-methoxy-1-indanone, 0.78 g (8.6 mmol) of (R)-1-hydrazino-2-propanol and 100 mg of p-toluenesulfonic acid in 100 ml of anhydrous toluene was heated on a water separator for 1.5 hours. After concentration in a vacuum, the reaction mixture was purified by column chromatography on silica gel (ethyl acetate/hexane 4:1). 1.3 g (68%) of (R)-1-(7-methoxy-1,4-dihydro-indeno[2,1-c]pyrazol-1-yl)-propan-2-ol were obtained as a yellow solid which was use... The product is COC1=C2C=C3N(N=CC3=C2CC=C1)C[C@@H](C)O ((R)-1-(7-methoxy-1,4-dihydro-indeno[2,1-c]pyrazol-1-yl)-propan-2-ol). The reactants are C=CCC(O)CNC(=O)OCc1ccccc1, C1CCOC1, C[N+]1([O-])CCOCC1, CC(C)=O, [O-][I+3]([O-])([O-])[O-], [Na+], [Na+], [Na+], O, O=[Os](=O)(=O)=O, O=S([O-])[O-]. The product is O=CCC(O)CNC(=O)OCc1ccccc1. As a reaction SMILES: [CH2:1]([c:2]1[cH:3][cH:4][cH:5][cH:6][cH:7]1)[O:8][C:9]([NH:10][CH2:11][CH:12]([CH2:13][CH:14]=[CH2:15])[OH:16])=[O:17].[CH2:42]1[O:43][CH2:44][CH2:45][CH2:46]1.[CH3:18][N+:19]1([O-:20])[CH2:21][CH2:23][O:22][CH2:24][CH2:25]1.[CH3:38][C:39](=[O:40])[CH3:41].[I+3:26]([O-:27])([O-:28])([O-:29])[O-:30].[Na+:31].[Na+:36].[Na+:37].[OH2:47].[Os:48](=[O:49])(=[O:50])(=[O:51])=[O:52].[S:32]([O-:33])([O-:34])=[O:35]>>[CH2:1]([c:2]1[cH:3][cH:4][cH:5][cH:6][cH:7]1)[O:8][C:9]([NH:10][CH2:11][CH:12]([CH2:13][CH:14]=[O:22])[OH:16])=[O:17].